From a dataset of the Open Reaction Database (ORD), a public repository of structured organic reaction records. describe an organic reaction: reactants, conditions, products, and yield Reactants: CO, O=S(=O)(Cl)c1ccc(Cl)c(-c2n[nH]c3nc(Oc4ccc(F)cc4F)ncc23)c1, N. The product is NS(=O)(=O)c1ccc(Cl)c(-c2n[nH]c3nc(Oc4ccc(F)cc4F)ncc23)c1. Reaction SMILES: [CH3:31][OH:32].[Cl:1][c:2]1[c:3](-[c:12]2[n:13][nH:14][c:15]3[n:16][c:17]([O:21][c:22]4[c:23]([F:29])[cH:24][c:25]([F:28])[cH:26][cH:27]4)[n:18][cH:19][c:20]23)[cH:4][c:5]([S:8](=[O:9])(=[O:10])[Cl:11])[cH:6][cH:7]1.[NH3:30]>>[Cl:1][c:2]1[c:3](-[c:12]2[n:13][nH:14][c:15]3[n:16][c:17]([O:21][c:22]4[c:23]([F:29])[cH:24][c:25]([F:28])[cH:26][cH:27]4)[n:18][cH:19][c:20]23)[cH:4][c:5]([S:8](=[O:9])(=[O:10])[NH2:30])[cH:6][cH:7]1. The solvent is CN(C)C=O (DMF), CO (methanol). The reactants are C(C)(=O)N1C(C(C2=CC(=CC=C12)[N+](=O)[O-])=C(C1=CC=CC=C1)OCC)=O (1-acetyl-3-(1-ethoxy-1-phenyl-methylidene)-5-nitro-2-indolinone), CN1CCN(CC1)CCC1=CC=C(N)C=C1 (4-[2-(N-methylpiperazino)-ethyl]-aniline), [OH-].[Na+] (sodium hydroxide). Yields the product CN1CCN(CC1)CCC1=CC=C(C=C1)N\C(\C1=CC=CC=C1)=C\1/C(NC2=CC=C(C=C12)[N+](=O)[O-])=O ((Z)-3-{1-[4-(2-(4-methylpiperazino)-ethyl)-phenylamino]-1-phenyl-methylidene}-5-nitro-2-indolinone). Reaction SMILES: C([N:4]1[C:12]2[C:7](=[CH:8][C:9]([N+:13]([O-:15])=[O:14])=[CH:10][CH:11]=2)[C:6](=[C:16](OCC)[C:17]2[CH:22]=[CH:21][CH:20]=[CH:19][CH:18]=2)[C:5]1=[O:26])(=O)C.[CH3:27][N:28]1[CH2:33][CH2:32][N:31]([CH2:34][CH2:35][C:36]2[CH:42]=[CH:41][C:39]([NH2:40])=[CH:38][CH:37]=2)[CH2:30][CH2:29]1.[OH-].[Na+]>CN(C=O)C.CO>[CH3:27][N:28]1[CH2:33][CH2:32][N:31]([CH2:34][CH2:35][C:36]2[CH:42]=[CH:41][C:39]([NH:40]/[C:16](=[C:6]3\[C:5](=[O:26])[NH:4][C:12]4[C:7]\3=[CH:8][C:9]([N+:13]([O-:15])=[O:14])=[CH:10][CH:11]=4)/[C:17]3[CH:18]=[CH:19][CH:20]=[CH:21][CH:22]=3)=[CH:38][CH:37]=2)[CH2:30][CH2:29]1 |f:2.3|. Procedure details: Prepared analogously to Example 82 from 1-acetyl-3-(1-ethoxy-1-phenyl-methylidene)-5-nitro-2-indolinone and 4-[2-(N-methylpiperazino)-ethyl]-aniline in DMF and subsequent treatment with sodium hydroxide solution in methanol. RXN SMILES: B(Cl)(Cl)Cl.ClCCl.[Cl:8][C:9]1[CH:10]=[C:11]2[C:16](=[CH:17][C:18]=1[O:19][C:20]1[CH:25]=[CH:24][C:23]([C:26](=[O:39])[NH:27][CH2:28][CH2:29][C:30]3[CH:35]=[CH:34][C:33]([Cl:36])=[CH:32][C:31]=3[O:37]C)=[CH:22][CH:21]=1)[O:15][CH2:14][CH2:13][CH:12]2[C:40]([OH:42])=[O:41]>>[Cl:8][C:9]1[CH:10]=[C:11]2[C:16](=[CH:17][C:18]=1[O:19][C:20]1[CH:25]=[CH:24][C:23]([C:26](=[O:39])[NH:27][CH2:28][CH2:29][C:30]3[CH:35]=[CH:34][C:33]([Cl:36])=[CH:32][C:31]=3[OH:37])=[CH:22][CH:21]=1)[O:15][CH2:14][CH2:13][CH:12]2[C:40]([OH:42])=[O:41]. Yields the product ClC=1C=C2C(CCOC2=CC1OC1=CC=C(C=C1)C(NCCC1=C(C=C(C=C1)Cl)O)=O)C(=O)O (6-chloro-7-(4-(4-chloro-2-hydroxyphenethylcarbamoyl)phenoxy)chroman-4-carboxylic acid). Reactants: B(Cl)(Cl)Cl (boron trichloride), ClCCl (dichloromethane), ClC=1C=C2C(CCOC2=CC1OC1=CC=C(C=C1)C(NCCC1=C(C=C(C=C1)Cl)OC)=O)C(=O)O (6-chloro-7-(4-(4-chloro-2-methoxyphenethylcarbamoyl)phenoxy)chroman-4-carboxylic acid). Procedure: To a stirred, chilled (0° C.) solution of boron trichloride in dichloromethane (13.6 mL; 1.0 M; 7 eq.) was added, portionwise over 2 minutes, solid 6-chloro-7-(4-(4-chloro-2-methoxyphenethylcarbamoyl)phenoxy)chroman-4-carboxylic acid (1.0 g; 1.94 mmol) under nitrogen atmosphere. The resulting mixture was allowed to warm to ambient temperature, stirred for 8 hours and then heated to 35° C. for 24 hours. The reaction was quenched with 5 mL water (significant effervescence observed while adding fir... Isolated yield 20.0%. Reaction conditions: time 8 hour. The reactants are NC(CNC(=O)C1=C(N=C2N1C=C(C=C2OCC2=C(C=CC=C2F)F)C)C)(CCOCC2=CC=CC=C2)C (rac-N-[2-amino-4-(benzyloxy)-2-methylbutyl]-8-[(2,6-difluorobenzyl)oxy]-2,6-dimethylimidazo[1,2-a]pyridine-3-carboxamide). The reagents and catalysts are [Pd].[C] (Pd carbon). Run in C(C)O (ethanol). Reaction conditions: time 6.5 hour. The product is NC(CNC(=O)C1=C(N=C2N1C=C(C=C2OCC2=C(C=CC=C2F)F)C)C)(CCO)C (rac-N-(2-Amino-4-hydroxy-2-methylbutyl)-8-[(2,6-difluorobenzyl)oxy]-2,6-dimethylimidazo[1,2-a]pyridine-3-carboxamide). Reaction SMILES: [NH2:1][C:2]([CH3:38])([CH2:28][CH2:29][O:30]CC1C=CC=CC=1)[CH2:3][NH:4][C:5]([C:7]1[N:11]2[CH:12]=[C:13]([CH3:26])[CH:14]=[C:15]([O:16][CH2:17][C:18]3[C:23]([F:24])=[CH:22][CH:21]=[CH:20][C:19]=3[F:25])[C:10]2=[N:9][C:8]=1[CH3:27])=[O:6]>C(O)C.[Pd].[C]>[NH2:1][C:2]([CH3:38])([CH2:28][CH2:29][OH:30])[CH2:3][NH:4][C:5]([C:7]1[N:11]2[CH:12]=[C:13]([CH3:26])[CH:14]=[C:15]([O:16][CH2:17][C:18]3[C:19]([F:25])=[CH:20][CH:21]=[CH:22][C:23]=3[F:24])[C:10]2=[N:9][C:8]=1[CH3:27])=[O:6] |f:2.3|. Procedure details: Under argon, 295 mg (0.52 mmol) of rac-N-[2-amino-4-(benzyloxy)-2-methylbutyl]-8-[(2,6-difluorobenzyl)oxy]-2,6-dimethylimidazo[1,2-a]pyridine-3-carboxamide Example 262 were initially charged in 5.4 ml of ethanol, 56 mg of Pd/carbon (10%) were added and the mixture was hydrogenated under atmospheric pressure at room temperature for 6.5 h. The reaction mixture was left under hydrogen overnight. The reaction mixture was applied to silica gel, concentrated and purified by silica gel chromatography (... Starting materials: OC1=C(C(C2CCC1C2)=O)C(=O)C=2C(=NC(=CC2)C(F)(F)F)C (4-hydroxy-3-(2-methyl-6-trifluoromethyipyridine-3carbonyl)-bicyclo[3.2.1]oct-3-en-2-one), CN(C=O)C (dimethylformamide), C(C(=O)Cl)(=O)Cl (oxalyl chloride). Reaction conditions: temperature 0 celsius, time 1.5 hour. Yields the product ClC1=C(C(C2CCC1C2)=O)C(=O)C=2C(=NC(=CC2)C(F)(F)F)C (4-chloro-3-(2-methyl-6-trifluoromethyl-pyridine-3-carbonyl)bicyclo[3.2.1]oct-3-en-2-one). Isolated yield 90.0%. RXN SMILES: [OH:1][C:2]1[CH:8]2[CH2:9][CH:5]([CH2:6][CH2:7]2)[C:4](=O)[C:3]=1[C:11]([C:13]1[C:14]([CH3:23])=[N:15][C:16]([C:19]([F:22])([F:21])[F:20])=[CH:17][CH:18]=1)=[O:12].CN(C)C=O.C(Cl)(=O)C([Cl:32])=O>>[Cl:32][C:4]1[CH:5]2[CH2:9][CH:8]([CH2:7][CH2:6]2)[C:2](=[O:1])[C:3]=1[C:11]([C:13]1[C:14]([CH3:23])=[N:15][C:16]([C:19]([F:22])([F:21])[F:20])=[CH:17][CH:18]=1)=[O:12]. Procedure: 20.15 g (0.062 mo l) of 4-hydroxy-3-(2-methyl-6-trifluoromethyipyridine-3carbonyl)-bicyclo[3.2.1]oct-3-en-2-one are suspended in 50 ml of oxalyl chloride, and 0.1 ml of dimethylformamide are added dropwise. After the intensive evolution of gas has ceased, the mixture is kept at a bath temperature of 45° C. for another 1.5 hours and then evaporated, and the residue is suspended in a little ethyl acetate and admixed with stirring at 0° C. with hexane. Filtration gives 19.19 g (90% of theory) of 4-... The reactants are COc1ccc(C(C)CN)cc1, CO, CCOCC, O=Cc1cccc(C(F)(F)F)c1Cl, O, Cc1ccc(S(=O)(=O)O)cc1. Yields the product COc1ccc(C(C)CNCc2cccc(C(F)(F)F)c2Cl)cc1. RXN SMILES: [CH3:1][O:2][c:3]1[cH:4][cH:5][c:6]([CH:9]([CH2:10][NH2:11])[CH3:12])[cH:7][cH:8]1.[CH3:38][OH:39].[CH3:40][CH2:41][O:42][CH2:43][CH3:44].[Cl:13][c:14]1[c:15]([CH:16]=[O:17])[cH:18][cH:19][cH:20][c:21]1[C:22]([F:23])([F:24])[F:25].[OH2:26].[c:27]1([CH3:28])[cH:29][cH:30][c:31]([S:32]([OH:33])(=[O:34])=[O:35])[cH:36][cH:37]1>>[CH3:1][O:2][c:3]1[cH:4][cH:5][c:6]([CH:9]([CH2:10][NH:11][CH2:16][c:15]2[c:14]([Cl:13])[c:21]([C:22]([F:23])([F:24])[F:25])[cH:20][cH:19][cH:18]2)[CH3:12])[cH:7][cH:8]1.